From a dataset of the Open Reaction Database (ORD), a public repository of structured organic reaction records. describe an organic reaction: reactants, conditions, products, and yield The reactants are FC(C(=O)OC)(F)F (Methyl triflouroacetate), BrC=1C=C(C(=C(C1)F)OC)F (5-bromo-1,3-difluoro-2-methoxybenzene), Cl (HCl). Solvent: C1CCOC1 (THF). Conditions: time 30 minute. Yields the product FC=1C=C(C=C(C1OC)F)C(C(F)(F)F)=O (1-(3,5-Difluoro-4-methoxyphenyl)-2,2,2-trifluoroethanone). The yield is 100.3%. Reaction SMILES: Br[C:2]1[CH:3]=[C:4]([F:11])[C:5]([O:9][CH3:10])=[C:6]([F:8])[CH:7]=1.[F:12][C:13]([F:19])([F:18])[C:14](OC)=[O:15].Cl>C1COCC1>[F:8][C:6]1[CH:7]=[C:2]([C:14](=[O:15])[C:13]([F:19])([F:18])[F:12])[CH:3]=[C:4]([F:11])[C:5]=1[O:9][CH3:10]. Procedure details: Isopropyl magnesium chloride lithium chloride complex (22.0 mL, 28.02 mmol) was added dropwise to a stirred solution of 5-bromo-1,3-difluoro-2-methoxybenzene (5.0 g, 22.42 mmol) at −5° C. in THF (100 mL) and the reaction mixture was stirred at same temperature for 30 min. Methyl triflouroacetate (3.67 g, 28.69 mmol) was added dropwise and then the reaction mixture was stirred at ambient temperature for 2 h. A 2 N HCl solution (200 mL) was added to quench the reaction and then it was extracted wi... Reactants: solution, [Li]CCCC (n-BuLi), CCCCCC (hexane), FC=1C=C(C=CC1)C=1C=C2C(=NC1)NC=C2 (5-(3-Fluoro-phenyl)-1H-pyrrolo[2,3-b]pyridine), CC(C)(C)[Si](C)(C)Cl (TBSCl). Reagents/catalysts: CN(C)C=1C=CN=CC1 (DMAP). Solvent: C1CCOC1 (THF), C1CCOC1 (THF). Product: C(C)(C)(C)[Si](N1C=CC=2C1=NC=C(C2)C2=CC(=CC=C2)F)(C)C (1-(tert-Butyl-dimethyl-silanyl)-5-(3-fluoro-phenyl)-1H-pyrrolo[2,3-b]pyridine). Yield: 80.6%. Reaction SMILES: [Li]CCCC.CCCCCC.[F:12][C:13]1[CH:14]=[C:15]([C:19]2[CH:20]=[C:21]3[CH:27]=[CH:26][NH:25][C:22]3=[N:23][CH:24]=2)[CH:16]=[CH:17][CH:18]=1.[CH3:28][C:29]([Si:32](Cl)([CH3:34])[CH3:33])([CH3:31])[CH3:30]>C1COCC1.CN(C1C=CN=CC=1)C>[C:29]([Si:32]([CH3:34])([CH3:33])[N:25]1[C:22]2=[N:23][CH:24]=[C:19]([C:15]3[CH:16]=[CH:17][CH:18]=[C:13]([F:12])[CH:14]=3)[CH:20]=[C:21]2[CH:27]=[CH:26]1)([CH3:31])([CH3:30])[CH3:28]. Procedure details: 2.5 M solution of n-BuLi in hexane (13.7 mL, 34.3 mmol) was added dropwise to a stirred and cooled (−78° C.) solution of azaindole 7 (6.04 g, 28.5 mmol) in THF (30 mL). After the mixture was stirred for 10 min at −78° C., DMAP (66 mg, 0.54 mmol) was added, followed by a solution of TBSCl (5.14 g, 34.1 mmol) in THF (2.5 mL). The mixture was stirred at −78° C. for 1 h. Cooling bath was removed, the mixture was stirred at r.t. for 3 days, and separated between AcOEt:saturated aqueous NaHCO3 solutio... Starting materials: olefin, BrC=1C=C(\C=C\2/CCC=3N(C(=CC32)C(=O)OC)S(=O)(=O)C3=CC=C(C)C=C3)C=CC1 ((E)-methyl 4-(3-bromobenzylidene)-1-tosyl-1,4,5,6-tetrahydrocyclopenta[b]pyrrole-2-carboxylate), CC=1C2=C(N(C1C(=O)O)S(=O)(=O)C1=CC=C(C)C=C1)CCC2=O.O=C2CCC=1NC(=CC12)C(=O)OC (methyl 4-oxo-1,4,5,6-tetrahydrocyclopenta[b]pyrrole-2-carboxylate (methyl 4-oxo-1-tosyl-1,4,5,6-tetrahydrocyclopenta[b]pyrrole-2-carboxylate)), BrC=1C=C(C[Mg]Br)C=CC1 (3-bromobenzylmagnesium bromide), C1(=CC=CC=C1)B(O)O (phenylboronic acid). Product: C1(=CC(=CC=C1)CC1CCC=2NC(=CC21)C(=O)OC)C2=CC=CC=C2 (methyl 4-(biphenyl-3-ylmethyl)-1,4,5,6-tetrahydrocyclopenta[b]pyrrole-2-carboxylate), C1(=CC(=CC=C1)\C=C\1/CCC=2N(C(=CC21)C(=O)OC)S(=O)(=O)C2=CC=C(C)C=C2)C2=CC=CC=C2 ((E)-methyl 4-(biphenyl-3-ylmethylene)-1-tosyl-1,4,5,6-tetrahydrocyclopenta[b]pyrrole-2-carboxylate). Reaction SMILES: CC1C2C(=O)CCC=2N(S([C:13]2[CH:19]=[CH:18][C:16](C)=[CH:15][CH:14]=2)(=O)=O)C=1C(O)=O.O=[C:25]1[C:32]2[CH:31]=[C:30]([C:33]([O:35][CH3:36])=[O:34])[NH:29][C:28]=2[CH2:27][CH2:26]1.BrC1C=C(C=CC=1)C[Mg]Br.Br[C:48]1[CH:49]=[C:50]([CH:74]=[CH:75][CH:76]=1)/[CH:51]=[C:52]1\[CH2:53][CH2:54][C:55]2[N:56]([S:64]([C:67]3[CH:73]=[CH:72][C:70]([CH3:71])=[CH:69][CH:68]=3)(=[O:66])=[O:65])[C:57]([C:60]([O:62][CH3:63])=[O:61])=[CH:58][C:59]\1=2.C1(B(O)O)C=CC=CC=1>>[C:51]1([C:50]2[CH:49]=[CH:48][CH:76]=[CH:75][CH:74]=2)[CH:60]=[CH:57][CH:58]=[C:59]([CH2:55][CH:25]2[C:32]3[CH:31]=[C:30]([C:33]([O:35][CH3:36])=[O:34])[NH:29][C:28]=3[CH2:27][CH2:26]2)[CH:52]=1.[C:48]1([C:13]2[CH:19]=[CH:18][CH:16]=[CH:15][CH:14]=2)[CH:76]=[CH:75][CH:74]=[C:50](/[CH:51]=[C:52]2\[CH2:53][CH2:54][C:55]3[N:56]([S:64]([C:67]4[CH:73]=[CH:72][C:70]([CH3:71])=[CH:69][CH:68]=4)(=[O:65])=[O:66])[C:57]([C:60]([O:62][CH3:63])=[O:61])=[CH:58][C:59]\2=3)[CH:49]=1 |f:0.1|. Procedure details: The title compound was synthesized in four steps. First tosyl protected methyl 4-oxo-1,4,5,6-tetrahydrocyclopenta[b]pyrrole-2-carboxylate (methyl 4-oxo-1-tosyl-1,4,5,6-tetrahydrocyclopenta[b]pyrrole-2-carboxylate) (1.50 g, 8.37 mmol) was reacted with 3-bromobenzylmagnesium bromide (15 mL, 3.75 mmol) according to General Procedure 3 to give exo olefin-containing compound (E)-methyl 4-(3-bromobenzylidene)-1-tosyl-1,4,5,6-tetrahydrocyclopenta[b]pyrrole-2-carboxylate, followed by coupling with pheny... Reactants: C(CCC)[Li] (n-butyllithium), CCCCCC (hexane), C[Si](N[Si](C)(C)C)(C)C (hexamethyldisilazane). The product is C[Si]([N-][Si](C)(C)C)(C)C.[Li+] (Lithium hexamethyldisilazide). As a reaction SMILES: C([Li:5])CCC.CCCCCC.[CH3:12][Si:13]([CH3:20])([CH3:19])[NH:14][Si:15]([CH3:18])([CH3:17])[CH3:16]>>[CH3:12][Si:13]([CH3:20])([CH3:19])[N-:14][Si:15]([CH3:18])([CH3:17])[CH3:16].[Li+:5] |f:3.4|. Reported procedure: A solution of n-butyllithium in hexane (1.55M, 390 ml, 0.605 moles) is cooled to 0° C. and treated dropwise over a period of 15 min with neat hexamethyldisilazane (118.12 g, 0.7337 moles). The resulting yellow solution is then refluxed for 1.5 hr, and concentrated in vacuo to yield a white solid residue. To remove the excess hexamethyldisilazane, this residue is dissolved in heptane, and the heptane is removed in vacuo. The material is then tumble-dried (50° C./2 mm/30 min). The final product is... Starting materials: COC(=O)C1=CC(C2=C(O1)C1=C(OC2)C=CC=C1)=O (4-Oxo-4H, 5H-[1]benzopyrano [4,3-b]pyran-2-carboxylic Acid Methyl Ester), [OH-].[K+] (potassium hydroxide). Solvent: CO (methanol). Run at time 8 hour. Yields the product [K+].O=C1C2=C(OC(=C1)C(=O)[O-])C1=C(OC2)C=CC=C1 (4-oxo-4H,5H-[1]benzopyrano[4,3-b]pyran-2-carboxylic acid potassium salt). As a reaction SMILES: C[O:2][C:3]([C:5]1[O:10][C:9]2[C:11]3[CH:18]=[CH:17][CH:16]=[CH:15][C:12]=3[O:13][CH2:14][C:8]=2[C:7](=[O:19])[CH:6]=1)=[O:4].[OH-].[K+:21]>CO>[K+:21].[O:19]=[C:7]1[CH:6]=[C:5]([C:3]([O-:4])=[O:2])[O:10][C:9]2[C:11]3[CH:18]=[CH:17][CH:16]=[CH:15][C:12]=3[O:13][CH2:14][C:8]1=2 |f:1.2,4.5|. Reported procedure: A solution of 4-oxo-4H,5H-[1]benzopyrano[4,3-b]pyran-2-carboxylic acid methyl ester (0.292 g, 1.1 mmoles, described in Example 6) in methanol (15 ml) containing potassium hydroxide (0.2 g) is stirred at room temperature overnight. The solution is evaporated under reduced pressure and the residue is crystallized from methanol to give 4-oxo-4H,5H-[1]benzopyrano[4,3-b]pyran-2-carboxylic acid potassium salt; m.p. >280° C, νmaxnujol 1650 cm-1. The latter compound is dissolved in water and the resulti... Reactants: C([O-])([O-])=O.[Cs+].[Cs+] (cesium carbonate), N([C@@H](CCC(O)=O)C(=O)OC(C)(C)C)C(=O)OC(C)(C)C (Boc-Glu-OtBu), CI (methyl iodide). Solvent: CN(C)C=O (DMF). Reaction conditions: time 1 hour. Yields the product C(C)(C)(C)OC(=O)N[C@H](C(=O)OC(C)(C)C)CCC(=O)OC ((S)-1-tert-Butyl 5-methyl 2-(tert-butoxycarbonylamino)pentanedioate). RXN SMILES: [NH:1]([C:15]([O:17][C:18]([CH3:21])([CH3:20])[CH3:19])=[O:16])[C@H:2]([C:8]([O:10][C:11]([CH3:14])([CH3:13])[CH3:12])=[O:9])[CH2:3][CH2:4][C:5](=[O:7])[OH:6].[C:22](=O)([O-])[O-].[Cs+].[Cs+].CI>CN(C=O)C>[C:18]([O:17][C:15]([NH:1][C@@H:2]([CH2:3][CH2:4][C:5]([O:6][CH3:22])=[O:7])[C:8]([O:10][C:11]([CH3:14])([CH3:12])[CH3:13])=[O:9])=[O:16])([CH3:21])([CH3:20])[CH3:19] |f:1.2.3|. Reported procedure: 12.0 g of Boc-Glu-OtBu (39.6 mmol) are dissolved in 200 mL of DMF. Under argon atmosphere, 7.09 g of cesium carbonate (21.8 mmol, 0.55 eq.) are added and the resulting suspension is stirred for 1 hour at RT. After this time, 2.47 mL of methyl iodide (39.6 mmol) are added and stirred at RT overnight. The solvent is removed in vacuo and the obtained residue is taken up in 400 mL of ethyl acetate. The undissolved solid is filtered and the filtrate is washed with respectively 75 mL of 10% citric aci... The reactants are C([O-])([O-])=O.[K+].[K+] (potassium carbonate), Cl.C1(CCCC1)NC(=N)N (N-cyclopentylguanidine hydrochloride), C1(CCCC1)NC1=NC=CC=2N1N=C(C2C(C=CN(C)C)=O)C2=CC=C(C=C2)F (1-[7-(cyclopentylamino)-2-(4-fluorophenyl)pyrazolo[1,5-c]pyrimidin-3-yl]-3-(dimethylamino)prop-2-en-1-one), Cl.C1(CCCC1)NC(=N)N (N-cyclopentylguanidine hydrochloride), C([O-])([O-])=O.[K+].[K+] (potassium carbonate). Solvent: CN(C=O)C (N,N-dimethylformamide). Run at temperature 140 celsius, time 16 hour. The product is C1(CCCC1)NC1=NC=CC=2N1N=C(C2C2=NC(=NC=C2)NC2CCCC2)C2=CC=C(C=C2)F (N-cyclopentyl-3-[2-(cyclopentylamino)pyrimidin-4-yl]-2-(4-fluorophenyl)pyrazolo[1,5-c]pyrimidin-7-amine). Isolated yield 74.6%. RXN SMILES: [CH:1]1([NH:6][C:7]2[N:12]3[N:13]=[C:14]([C:23]4[CH:28]=[CH:27][C:26]([F:29])=[CH:25][CH:24]=4)[C:15]([C:16](=O)[CH:17]=[CH:18]N(C)C)=[C:11]3[CH:10]=[CH:9][N:8]=2)[CH2:5][CH2:4][CH2:3][CH2:2]1.Cl.[CH:31]1([NH:36][C:37]([NH2:39])=[NH:38])[CH2:35][CH2:34][CH2:33][CH2:32]1.C(=O)([O-])[O-].[K+].[K+]>CN(C)C=O>[CH:31]1([NH:36][C:37]2[N:39]3[N:13]=[C:14]([C:23]4[CH:24]=[CH:25][C:26]([F:29])=[CH:27][CH:28]=4)[C:15]([C:11]4[CH:10]=[CH:9][N:8]=[C:7]([NH:6][CH:1]5[CH2:5][CH2:4][CH2:3][CH2:2]5)[N:12]=4)=[C:16]3[CH:17]=[CH:18][N:38]=2)[CH2:35][CH2:34][CH2:33][CH2:32]1 |f:1.2,3.4.5|. Procedure details: To a solution of 1-[7-(cyclopentylamino)-2-(4-fluorophenyl)pyrazolo[1,5-c]pyrimidin-3-yl]-3-(dimethylamino)prop-2-en-1-one (160 mg, 0.41 mmol) in N,N-dimethylformamide (10 mL) was added N-cyclopentylguanidine hydrochloride (130 mg, 0.82 mmol). Freshly ground anhydrous potassium carbonate (56 mg, 0.41 mmol) was added and the reaction heated to 140° C. for 4 hours. Additional freshly ground anhydrous potassium carbonate (120 mg, 0.87 mmol) and N-cyclopentylguanidine hydrochloride (75 mg, 0.46 mmol... Starting materials: N=C(CCl)N1CCC(OC(N)=O)CC1, Cl, Cl, [Na+], [Na+], [Na+], O, [O-]P([O-])([O-])=S. Product: Cl, N=C(CS)N1CCC(OC(N)=O)CC1. RXN SMILES: [C:10]([NH2:11])(=[O:12])[O:13][CH:14]1[CH2:15][CH2:16][N:17]([C:20]([CH2:21][Cl:22])=[NH:23])[CH2:18][CH2:19]1.[ClH:24].[ClH:9].[Na+:6].[Na+:7].[Na+:8].[OH2:25].[P:1]([O-:2])([O-:3])([O-:4])=[S:5]>>[ClH:22].[SH:5][CH2:21][C:20]([N:17]1[CH2:16][CH2:15][CH:14]([O:13][C:10]([NH2:11])=[O:12])[CH2:19][CH2:18]1)=[NH:23]. Starting materials: C(C)(C)[SiH](C(C)C)C(C)C (Triisopropylsilane), C(F)(F)(F)COC(F)(F)C(F)(F)C(=O)Cl (CF3CH2OCF2CF2COCl). The reagents and catalysts are [Pd] (Pd/C), catalyst. Conditions: temperature 0 celsius. Yields the product C(F)(F)(F)COC(F)(F)C(F)(F)C=O (CF3CH2OCF2CF2CHO). Isolated yield 54.3%. Reaction SMILES: C([SiH](C(C)C)C(C)C)(C)C.[C:11]([CH2:15][O:16][C:17]([C:20]([C:23](Cl)=[O:24])([F:22])[F:21])([F:19])[F:18])([F:14])([F:13])[F:12]>[Pd]>[C:11]([CH2:15][O:16][C:17]([C:20]([CH:23]=[O:24])([F:22])[F:21])([F:19])[F:18])([F:14])([F:13])[F:12]. Procedure: A 3-necked round bottom flask was charged with 10% Pd/C (400 mg) and cooled to 0° C. Triisopropylsilane (6.44 g, 40.7 mmol) was added, and CF3CH2OCF2CF2COCl (9.15 g, 34.9 mmol) was added dropwise. The mixture was warmed to room temperature, and the exotherm was then controlled by a room temperature water bath. The mixture was stirred an additional 22 hr over which time an additional 0.2 g of catalyst was added. The product was removed by vacuum transfer at 27 Pa. After isolation of the lower lay... Reactants: [Br-], [Li]CCCC, C[P+](c1ccccc1)(c1ccccc1)c1ccccc1, CCCCCC, Cc1c(Cl)cccc1C=O, C1CCOC1. Yields the product C=Cc1cccc(Cl)c1C. As a reaction SMILES: [Br-:16].[CH2:1]([Li:2])[CH2:3][CH2:4][CH3:5].[CH3:17][P+:18]([c:19]1[cH:20][cH:21][cH:22][cH:23][cH:24]1)([c:25]1[cH:26][cH:27][cH:28][cH:29][cH:30]1)[c:31]1[cH:32][cH:33][cH:34][cH:35][cH:36]1.[CH3:42][CH2:43][CH2:44][CH2:45][CH2:46][CH3:47].[Cl:6][c:7]1[c:8]([CH3:15])[c:9]([CH:10]=[O:11])[cH:12][cH:13][cH:14]1.[O:37]1[CH2:38][CH2:39][CH2:40][CH2:41]1>>[CH2:1]=[CH:10][c:9]1[c:8]([CH3:15])[c:7]([Cl:6])[cH:14][cH:13][cH:12]1.